This data is from the Open Reaction Database (ORD), a public repository of structured organic reaction records. The task is: describe an organic reaction: reactants, conditions, products, and yield The reactants are C1COCCN1, CC(c1ccc(-c2ccc(F)cc2)cc1)N1CCC(CCO)(c2ccccc2)OC1=O. Product: CC(c1ccc(-c2ccc(F)cc2)cc1)N1CCC(CCN2CCOCC2)(c2ccccc2)OC1=O. As a reaction SMILES: [CH2:32]1[CH2:33][O:34][CH2:35][CH2:36][NH:37]1.[F:1][c:2]1[cH:3][cH:4][c:5](-[c:8]2[cH:9][cH:10][c:11]([CH:14]([CH3:15])[N:16]3[C:17](=[O:31])[O:18][C:19]([c:22]4[cH:23][cH:24][cH:25][cH:26][cH:27]4)([CH2:28][CH2:29][OH:30])[CH2:20][CH2:21]3)[cH:12][cH:13]2)[cH:6][cH:7]1>>[F:1][c:2]1[cH:3][cH:4][c:5](-[c:8]2[cH:9][cH:10][c:11]([CH:14]([CH3:15])[N:16]3[C:17](=[O:31])[O:18][C:19]([c:22]4[cH:23][cH:24][cH:25][cH:26][cH:27]4)([CH2:28][CH2:29][N:37]4[CH2:32][CH2:33][O:34][CH2:35][CH2:36]4)[CH2:20][CH2:21]3)[cH:12][cH:13]2)[cH:6][cH:7]1. The product is CC1=C(C=CC=C1C)NC1=C(C(=O)N2N=C(C3=CC=CC=C23)O)C=CC=C1 (1-[o-(2,3-dimethylphenylamino)benzoyl]-1H-indazol-3-ol). Procedure details: 1H-Indazol-3-ol was reacted with N-(2,3-dimethylphenyl)isatoic anhydride according to the general procedure A above and afforded the desired amine as a yellow solid in 42.5% yield; m.p. 182°-184° C. The reactants are N1N=C(C2=CC=CC=C12)O (1H-Indazol-3-ol), CC1=C(C=CC=C1C)N1C=2C(C(=O)OC1=O)=CC=CC2 (N-(2,3-dimethylphenyl)isatoic anhydride). Reaction SMILES: [NH:1]1[C:9]2[C:4](=[CH:5][CH:6]=[CH:7][CH:8]=2)[C:3]([OH:10])=[N:2]1.[CH3:11][C:12]1[C:17]([CH3:18])=[CH:16][CH:15]=[CH:14][C:13]=1[N:19]1C(=O)O[C:22](=[O:23])[C:21]2=[CH:27][CH:28]=[CH:29][CH:30]=[C:20]12>>[CH3:11][C:12]1[C:17]([CH3:18])=[CH:16][CH:15]=[CH:14][C:13]=1[NH:19][C:20]1[CH:30]=[CH:29][CH:28]=[CH:27][C:21]=1[C:22]([N:1]1[C:9]2[C:4](=[CH:5][CH:6]=[CH:7][CH:8]=2)[C:3]([OH:10])=[N:2]1)=[O:23]. Yield: 42.5%. Reactants: N(=[N+]=[N-])C1CCC=2N(C3=CC=CC=C3C2CC(=O)OCCC)C1 (propyl (7-azido-6,7,8,9-tetrahydropyrido[1,2-α]indol-10-yl)acetate), C(CCCC#C)NS(=O)(=O)C (N-hex-5-yn-1-ylmethanesulfonamide). Product: CS(=O)(=O)NCCCCC=1N=NN(C1)C1CCC=2N(C3=CC=CC=C3C2CC(=O)O)C1 ({7-[4-(4-Methanesulfonylamino-butyl)-[1,2,3]triazol-1-yl]-6,7,8,9-tetrahydropyrido[1,2-α]indol-10-yl}-acetic acid). As a reaction SMILES: [N:1]([CH:4]1[CH2:23][N:8]2[C:9]3[C:14]([C:15]([CH2:16][C:17]([O:19]CCC)=[O:18])=[C:7]2[CH2:6][CH2:5]1)=[CH:13][CH:12]=[CH:11][CH:10]=3)=[N+:2]=[N-:3].[CH2:24]([NH:30][S:31]([CH3:34])(=[O:33])=[O:32])[CH2:25][CH2:26][CH2:27][C:28]#[CH:29]>>[CH3:34][S:31]([NH:30][CH2:24][CH2:25][CH2:26][CH2:27][C:28]1[N:3]=[N:2][N:1]([CH:4]2[CH2:23][N:8]3[C:9]4[C:14]([C:15]([CH2:16][C:17]([OH:19])=[O:18])=[C:7]3[CH2:6][CH2:5]2)=[CH:13][CH:12]=[CH:11][CH:10]=4)[CH:29]=1)(=[O:33])=[O:32]. Reported procedure: The title compound was prepared using procedures described in EXAMPLE 1 from propyl (7-azido-6,7,8,9-tetrahydropyrido[1,2-α]indol-10-yl)acetate and N-hex-5-yn-1-ylmethanesulfonamide. MS (+ESI) m/z: 446.2.